This data is from the Open Reaction Database (ORD), a public repository of structured organic reaction records. The task is: describe an organic reaction: reactants, conditions, products, and yield Starting materials: BrC=1C=C(C(=O)OC)C=CC1 (methyl 3-bromobenzoate), NC1=CC=C(C=C1)C (p-toluidine), methyl ester, Compound 12. The product is COC(C1=CC(=CC=C1)NC1=CC=C(C=C1)C)=O (3-[N-(4-Methylphenyl)amino]benzoic acid methyl ester). As a reaction SMILES: Br[C:2]1[CH:3]=[C:4]([CH:9]=[CH:10][CH:11]=1)[C:5]([O:7][CH3:8])=[O:6].[NH2:12][C:13]1[CH:18]=[CH:17][C:16]([CH3:19])=[CH:15][CH:14]=1>>[CH3:8][O:7][C:5](=[O:6])[C:4]1[CH:9]=[CH:10][CH:11]=[C:2]([NH:12][C:13]2[CH:18]=[CH:17][C:16]([CH3:19])=[CH:15][CH:14]=2)[CH:3]=1. Procedure: Reaction of methyl 3-bromobenzoate with p-toluidine according to general procedure A provided methyl ester of Compound 12 as a yellow oil (69% yield). 1H NMR (CDCl3, 500 MHz): δ=7.68 (s, 1H), 7.55 (d, J=7.6 Hz, 1H), 7.29 (t, J=7.7 Hz, 1H), 7.19 (m, 1H), 7.13 (d, J=8.0 Hz, 2H), 7.03 (d, J=8.3 Hz, 2H), 5.77 (s, 1H), 3.91 (s, 3H), 2.34 (s, 3H). 13C NMR (CDCl3, 125 MHz): δ=167.4, 144.6, 139.8, 131.9, 131.5, 130.2, 129.5, 121.3, 120.8, 119.7, 117.5, 52.2, 20.9. Starting materials: O.CC1=CC=C(C=C1)S(=O)(=O)O (4-methylbenzenesulphonic acid hydrate), FC=1C(=C(C=CC1)NC(CC=1NC(C=C(N1)N1CCOCC1)=O)=O)O (N-(3-fluoro-2-hydroxyphenyl)-2-[4-(morpholin-4-yl)-6-oxo-1,6-dihydropyrimidin-2-yl]acetamide), C(C)OCC (diethyl ether). Run in C=1(C(=CC=CC1)C)C (xylene). The product is FC1=CC=CC=2N=C(OC21)CC2=NC(=CC(N2)=O)N2CCOCC2 (2-[(7-fluoro-1,3-benzoxazol-2-yl)methyl]-6-(morpholin-4-yl)pyrimidin-4(3H)-one). Yield: 38.7%. RXN SMILES: O.CC1C=CC(S(O)(=O)=O)=CC=1.[F:13][C:14]1[C:15]([OH:37])=[C:16]([NH:20][C:21](=O)[CH2:22][C:23]2[NH:24][C:25](=[O:35])[CH:26]=[C:27]([N:29]3[CH2:34][CH2:33][O:32][CH2:31][CH2:30]3)[N:28]=2)[CH:17]=[CH:18][CH:19]=1.C(OCC)C>C1(C)C(C)=CC=CC=1>[F:13][C:14]1[C:15]2[O:37][C:21]([CH2:22][C:23]3[NH:24][C:25](=[O:35])[CH:26]=[C:27]([N:29]4[CH2:30][CH2:31][O:32][CH2:33][CH2:34]4)[N:28]=3)=[N:20][C:16]=2[CH:17]=[CH:18][CH:19]=1 |f:0.1|. Reported procedure: 42 mg of 4-methylbenzenesulphonic acid hydrate are added to a solution of 300 mg of N-(3-fluoro-2-hydroxyphenyl)-2-[4-(morpholin-4-yl)-6-oxo-1,6-dihydropyrimidin-2-yl]acetamide in 20 ml of xylene. After refluxing for six hours (assembly with Dean-Stark apparatus), the medium is concentrated to dryness under reduced pressure. After purification by silica column chromatography of the solid residue, eluent: gradient of pure CH2Cl2 to CH2Cl2/MeOH: 95/05, the product obtained is taken up with twice 2... Reactants: C1CCOC1, CCOC(=O)C12CC1C=CCCCCCC(NC(=O)OC(C)(C)C)C(=O)N1CC(OC)(c3ccc(-c4ccccc4)cc3)CC1C(=O)N2. Product: COC1(c2ccc(-c3ccccc3)cc2)CC2C(=O)NC3(C(=O)O)CC3C=CCCCCCC(NC(=O)OC(C)(C)C)C(=O)N2C1. Reaction SMILES: [O:49]1[CH2:50][CH2:51][CH2:52][CH2:53]1.[c:1]1(-[c:43]2[cH:44][cH:45][cH:46][cH:47][cH:48]2)[cH:2][cH:3][c:4]([C:7]2([O:41][CH3:42])[CH2:8][CH:9]3[N:10]([C:11](=[O:39])[CH:12]([NH:31][C:32](=[O:33])[O:34][C:35]([CH3:36])([CH3:37])[CH3:38])[CH2:13][CH2:14][CH2:15][CH2:16][CH2:17][CH:18]=[CH:19][CH:20]4[C:21]([C:26](=[O:27])[O:28][CH2:29][CH3:30])([NH:22][C:23]3=[O:24])[CH2:25]4)[CH2:40]2)[cH:5][cH:6]1>>[c:1]1(-[c:43]2[cH:44][cH:45][cH:46][cH:47][cH:48]2)[cH:2][cH:3][c:4]([C:7]2([O:41][CH3:42])[CH2:8][CH:9]3[N:10]([C:11](=[O:39])[CH:12]([NH:31][C:32](=[O:33])[O:34][C:35]([CH3:36])([CH3:37])[CH3:38])[CH2:13][CH2:14][CH2:15][CH2:16][CH2:17][CH:18]=[CH:19][CH:20]4[C:21]([C:26](=[O:27])[OH:28])([NH:22][C:23]3=[O:24])[CH2:25]4)[CH2:40]2)[cH:5][cH:6]1.